From a dataset of the Open Reaction Database (ORD), a public repository of structured organic reaction records. describe an organic reaction: reactants, conditions, products, and yield The reactants are C[O-], CO, COCCn1ncc(Cl)c(Cl)c1=O, [Na+]. The product is COCCn1ncc(OC)c(Cl)c1=O. RXN SMILES: [CH3:14][O-:15].[CH3:17][OH:18].[Cl:1][c:2]1[c:3](=[O:13])[n:4]([CH2:9][CH2:10][O:11][CH3:12])[n:5][cH:6][c:7]1[Cl:8].[Na+:16]>>[Cl:1][c:2]1[c:3](=[O:13])[n:4]([CH2:9][CH2:10][O:11][CH3:12])[n:5][cH:6][c:7]1[O:15][CH3:14]. Reactants: C1(=CC=CC=C1)S (thiophenol), cuprous oxide, BrC1=CC(=CS1)C(=O)O (5-bromothiophene-3-carboxylic acid). Solvent: CN(C=O)C (dimethylformamide), CN(C=O)C (dimethyl formamide). Reaction conditions: temperature 135 celsius. The product is C1(=CC=CC=C1)C1=CC(=CS1)C(=O)O (5-Phenylthiofuran-3-carboxylic Acid). RXN SMILES: [C:1]1(S)[CH:6]=[CH:5][CH:4]=[CH:3][CH:2]=1.Br[C:9]1[S:13][CH:12]=[C:11]([C:14]([OH:16])=[O:15])[CH:10]=1>CN(C)C=O>[C:1]1([C:9]2[S:13][CH:12]=[C:11]([C:14]([OH:16])=[O:15])[CH:10]=2)[CH:6]=[CH:5][CH:4]=[CH:3][CH:2]=1. Procedure details: In an open flask, thiophenol (2.86 g., 13 mmoles), cuprous oxide (1.86 g., 13 mmoles) and dimethyl formamide (30 ml.) were combined and heated in a 135° C. oil bath. The reaction mixture was allowed to cool slightly, 5-bromothiophene-3-carboxylic acid [2.5 g., 13 mmoles; Fournari et al., Bull. Chim. Soc. Fr., 4115 (1967)] in 50 ml. of dimethylformamide was added, and the mixture refluxed for 2 days. The reaction mixture was cooled, clarified by filtration, the filtrate evaporated to an oil, the ... Reactants: C(=O)C1=C(NC(=C1C)C)C(=O)OC (methyl 3-formyl-4,5-dimethylpyrrole-2-carboxylate), ClC(=CCCl)Cl (1,1, 3-trichloro-1-propene). The product is ClC(=CCN1C(=C(C(=C1C)C)C=O)C(=O)OC)Cl (Methyl 1-(3,3-dichloro-2-propenyl)-3-formyl-4,5-dimethylpyrrole-2-carboxylate). RXN SMILES: [CH:1]([C:3]1[C:7]([CH3:8])=[C:6]([CH3:9])[NH:5][C:4]=1[C:10]([O:12][CH3:13])=[O:11])=[O:2].[Cl:14][C:15]([Cl:19])=[CH:16][CH2:17]Cl>>[Cl:14][C:15]([Cl:19])=[CH:16][CH2:17][N:5]1[C:6]([CH3:9])=[C:7]([CH3:8])[C:3]([CH:1]=[O:2])=[C:4]1[C:10]([O:12][CH3:13])=[O:11]. Procedure: The title compound was prepared as grayish-white crystals in 87.1% yeild in a similar procedure to that described in Referential Example 9 by using methyl 3-formyl-4,5-dimethylpyrrole-2-carboxylate and 1,1, 3-trichloro-1-propene.